This data is from the Open Reaction Database (ORD), a public repository of structured organic reaction records. The task is: describe an organic reaction: reactants, conditions, products, and yield The reactants are [BH4-], N#C[Na], CC(=O)O, CO, O=Cc1ccc(F)cc1, CC(C)(C)OC(=O)NCc1cccc(C(O)c2cc(Cl)ccc2N)c1. The product is CC(C)(C)OC(=O)NCc1cccc(C(O)c2cc(Cl)ccc2NCc2ccc(F)cc2)c1. As a reaction SMILES: [BH4-:39].[C:40]([Na:41])#[N:42].[CH3:35][C:36](=[O:37])[OH:38].[CH3:43][OH:44].[F:26][c:27]1[cH:28][cH:29][c:30]([CH:31]=[O:32])[cH:33][cH:34]1.[NH2:1][c:2]1[c:3]([CH:4]([c:5]2[cH:6][c:7]([CH2:11][NH:12][C:13](=[O:14])[O:15][C:16]([CH3:17])([CH3:18])[CH3:19])[cH:8][cH:9][cH:10]2)[OH:20])[cH:21][c:22]([Cl:25])[cH:23][cH:24]1>>[NH:1]([c:2]1[c:3]([CH:4]([c:5]2[cH:6][c:7]([CH2:11][NH:12][C:13](=[O:14])[O:15][C:16]([CH3:17])([CH3:18])[CH3:19])[cH:8][cH:9][cH:10]2)[OH:20])[cH:21][c:22]([Cl:25])[cH:23][cH:24]1)[CH2:31][c:30]1[cH:29][cH:28][c:27]([F:26])[cH:34][cH:33]1. The reactants are [Br-], OB(O)c1cccc(Cl)c1, O=C1NCCc2c(-c3ccccc3)[nH]c3cccc1c23. The product is O=C1NCCc2c(-c3cccc(Cl)c3)[nH]c3cccc1c23. RXN SMILES: [Br-:21].[Cl:22][c:23]1[cH:24][c:25]([B:26]([OH:27])[OH:28])[cH:29][cH:30][cH:31]1.[c:1]1(-[c:7]2[nH:8][c:9]3[cH:10][cH:11][cH:12][c:13]4[c:14]3[c:15]2[CH2:16][CH2:17][NH:18][C:19]4=[O:20])[cH:2][cH:3][cH:4][cH:5][cH:6]1>>[c:1]1(-[c:7]2[nH:8][c:9]3[cH:10][cH:11][cH:12][c:13]4[c:14]3[c:15]2[CH2:16][CH2:17][NH:18][C:19]4=[O:20])[cH:2][cH:3][cH:4][c:5]([Cl:22])[cH:6]1. The reactants are [I-].C(C)(C)(C)OC(=O)NC1[C@@H]2N(C(=C(CS2)\C=C\C[N+]2(CC3=CC(=C(C=C3C2)OC(C)=O)OC(C)=O)C)C(=O)OC(C2=CC=CC=C2)C2=CC=CC=C2)C1=O (Diphenylmethyl 7-t-butoxycarbonylamino-3-[(E)-3-(5,6-diacetoxy-2-methyl-2-isoindolinio)-1-propen-1-yl]-3-cephem-4-carboxylate iodide), C(=O)(C(F)(F)F)O (TFA). The solvent is C(C)(C)OC(C)C (isopropyl ether). Product: FC(C(=O)[O-])(F)F.NC1[C@@H]2N(C(=C(CS2)\C=C\C[N+]2(CC3=CC(=C(C=C3C2)OC(C)=O)OC(C)=O)C)C(=O)O)C1=O (7-Amino-3-[(E)-3-(5,6-diacetoxy-2-methyl-2-isoindolinio)-1-propen-1-yl]-3-cephem-4-carboxylate trifluoroacetate). As a reaction SMILES: [I-].C(OC([NH:9][CH:10]1[C:54](=[O:55])[N:12]2[C:13]([C:38]([O:40]C(C3C=CC=CC=3)C3C=CC=CC=3)=[O:39])=[C:14](/[CH:17]=[CH:18]/[CH2:19][N+:20]3([CH3:37])[CH2:28][C:27]4[C:22](=[CH:23][C:24]([O:33][C:34](=[O:36])[CH3:35])=[C:25]([O:29][C:30](=[O:32])[CH3:31])[CH:26]=4)[CH2:21]3)[CH2:15][S:16][C@H:11]12)=O)(C)(C)C.[C:56]([OH:62])([C:58]([F:61])([F:60])[F:59])=[O:57]>C(OC(C)C)(C)C>[F:59][C:58]([F:61])([F:60])[C:56]([O-:62])=[O:57].[NH2:9][CH:10]1[C:54](=[O:55])[N:12]2[C:13]([C:38]([OH:40])=[O:39])=[C:14](/[CH:17]=[CH:18]/[CH2:19][N+:20]3([CH3:37])[CH2:28][C:27]4[C:22](=[CH:23][C:24]([O:33][C:34](=[O:36])[CH3:35])=[C:25]([O:29][C:30](=[O:32])[CH3:31])[CH:26]=4)[CH2:21]3)[CH2:15][S:16][C@H:11]12 |f:0.1,4.5|. Reported procedure: Diphenylmethyl 7-t-butoxycarbonylamino-3-[(E)-3-(5,6-diacetoxy-2-methyl-2-isoindolinio)-1-propen-1-yl]-3-cephem-4-carboxylate iodide (Va) (610 mg, 0.69 mmol) was treated with TFA (6 ml) at room temperature for 30 min. The reaction mixture was diluted with isopropyl ether. The resulting precipitate was collected by filtration to yield 502 mg (quantitative yield) of the title compound. Reactants: CC1(C)Oc2ccc(Br)cc2C(n2ccccc2=O)=C1CNO, C[Si](C)(C)N=C=O, ClCCl, C1CCOC1, O. Product: CC1(C)Oc2ccc(Br)cc2C(n2ccccc2=O)=C1CN(O)C(N)=O. As a reaction SMILES: [Br:1][c:2]1[cH:3][cH:4][c:5]2[c:6]([cH:23]1)[C:7]([n:16]1[c:17](=[O:22])[cH:18][cH:19][cH:20][cH:21]1)=[C:8]([CH2:13][NH:14][OH:15])[C:9]([CH3:11])([CH3:12])[O:10]2.[CH3:24][Si:25]([CH3:26])([CH3:27])[N:28]=[C:29]=[O:30].[Cl:32][CH2:33][Cl:34].[O:35]1[CH2:36][CH2:37][CH2:38][CH2:39]1.[OH2:31]>>[Br:1][c:2]1[cH:3][cH:4][c:5]2[c:6]([cH:23]1)[C:7]([n:16]1[c:17](=[O:22])[cH:18][cH:19][cH:20][cH:21]1)=[C:8]([CH2:13][N:14]([OH:15])[C:29]([NH2:28])=[O:30])[C:9]([CH3:11])([CH3:12])[O:10]2.